From a dataset of the Open Reaction Database (ORD), a public repository of structured organic reaction records. describe an organic reaction: reactants, conditions, products, and yield Reactants: O=C([O-])O, Cl, O=N[O-], Nc1ccc(N2CCC(=O)CC2)cc1, [Na+], [Na+], O. The product is O=C1CCN(c2ccccc2)CC1. RXN SMILES: [C:19](=[O:20])([OH:21])[O-:22].[ClH:24].[N:15]([O-:16])=[O:17].[NH2:1][c:2]1[cH:3][cH:4][c:5]([N:8]2[CH2:9][CH2:10][C:11](=[O:14])[CH2:12][CH2:13]2)[cH:6][cH:7]1.[Na+:18].[Na+:23].[OH2:25]>>[cH:2]1[cH:3][cH:4][c:5]([N:8]2[CH2:9][CH2:10][C:11](=[O:14])[CH2:12][CH2:13]2)[cH:6][cH:7]1. Reactants: CC1=CC2=C(N1)C=C(C=C2)OC(F)(F)F, C1=CC=C(C=C1)COC2=CC(=CC=C2)I. Reagents/catalysts: CC(C)(C)[O-].[Na+], CC(C)(C)P(C1=CC=CC=C1C2=CC=CC=C2)C(C)(C)C, C1=CC=C(C=C1)/C=C/C(=O)/C=C/C2=CC=CC=C2.C1=CC=C(C=C1)/C=C/C(=O)/C=C/C2=CC=CC=C2.C1=CC=C(C=C1)/C=C/C(=O)/C=C/C2=CC=CC=C2.[Pd].[Pd]. The solvent is C1COCCO1. Conditions: temperature 120 celsius. Product: CC1=CC2=C(N1C3=CC(=CC=C3)OCC4=CC=CC=C4)C=C(C=C2)OC(F)(F)F. Isolated yield 40.2%. Procedure details: EN04773-50, _Buchwald coupling,_ ** _J. Med. Chem. 2009, page 3846-3854 (changed: solvent to dioxane and bromide to iodide)._**  The indole from 4773-41, 1-(benzyloxy)-3-iodobenzene, Pd2(dba)3, JohnPhos and KOtBu were dissolved in toluene. The mixture was warmed at 120 °C for 1h  and ~40% conversion was observed on NMR. The reaction mixture was further heated at 80 °C for 16h and 40 h, see attached 1H-NMR for reaction progress. A comparison with 4773-51 shows that using dioxane or iodide gives a... The reactants are [Li]CCCC, COC(=O)CCCc1ccccc1OCc1ccccc1, CCCCCC, CC(C)[N-]C(C)C, O=C(Cl)C1CCCCC1, CC(C)NC(C)C, [Li+], C1CCOC1. Yields the product COC(=O)C(CCc1ccccc1OCc1ccccc1)C(=O)C1CCCCC1. RXN SMILES: [CH2:16]([Li:17])[CH2:18][CH2:19][CH3:20].[CH2:21]([c:22]1[cH:23][cH:24][cH:25][cH:26][cH:27]1)[O:28][c:29]1[c:30]([CH2:35][CH2:36][CH2:37][C:38](=[O:39])[O:40][CH3:41])[cH:31][cH:32][cH:33][cH:34]1.[CH3:56][CH2:57][CH2:58][CH2:59][CH2:60][CH3:61].[CH:1]([N-:2][CH:3]([CH3:4])[CH3:5])([CH3:6])[CH3:7].[CH:42]1([C:48](=[O:49])[Cl:50])[CH2:43][CH2:44][CH2:45][CH2:46][CH2:47]1.[CH:9]([NH:10][CH:11]([CH3:12])[CH3:13])([CH3:14])[CH3:15].[Li+:8].[O:51]1[CH2:52][CH2:53][CH2:54][CH2:55]1>>[CH2:21]([c:22]1[cH:23][cH:24][cH:25][cH:26][cH:27]1)[O:28][c:29]1[c:30]([CH2:35][CH2:36][CH:37]([C:38](=[O:39])[O:40][CH3:41])[C:48]([CH:42]2[CH2:43][CH2:44][CH2:45][CH2:46][CH2:47]2)=[O:49])[cH:31][cH:32][cH:33][cH:34]1. Starting materials: BrC1=C2C=CNC2=CC=C1 (4-bromoindole), C(=O)(O)C=1C=C(C=CC1)B(O)O (3-carboxyphenylboronic acid), [OH-].[Na+] (sodium hydroxide). The reagents and catalysts are [Pd] (Palladium). Solvent: C(C)#N (acetonitrile), CN(C)C=O (DMF). Run at temperature 110 celsius, time 4 hour. Yields the product N1C=CC2=C(C=CC=C12)C=1C=C(C(=O)O)C=CC1 (3-(1H-indol-4-yl)-benzoic acid). Isolated yield 71.3%. Reaction SMILES: Br[C:2]1[CH:10]=[CH:9][CH:8]=[C:7]2[C:3]=1[CH:4]=[CH:5][NH:6]2.[C:11]([C:14]1[CH:15]=[C:16](B(O)O)[CH:17]=[CH:18][CH:19]=1)([OH:13])=[O:12].[OH-].[Na+]>C(#N)C.CN(C=O)C.[Pd]>[NH:6]1[C:7]2[C:3](=[C:2]([C:18]3[CH:19]=[C:14]([CH:15]=[CH:16][CH:17]=3)[C:11]([OH:13])=[O:12])[CH:10]=[CH:9][CH:8]=2)[CH:4]=[CH:5]1 |f:2.3|. Reported procedure: To a mixture of 4-bromoindole (11.81 g, 60.26 mmol), and 3-carboxyphenylboronic acid (10.0 g, 60.6 mmol) in acetonitrile (100 mL) and DMF (100 mL) were added Palladium catalyst Pd(PPh3)4 (2.09 g, 1.81 mmol) and the freshly prepared sodium hydroxide solution (9.64 g, 241 mmol in 80 mL water). The system was degassed and then charged with nitrogen. The degas procedure was repeated for three times. The mixture was stirred under argon at 110° C. oil bath for 4 hours. TLC showed the completion of the... The reactants are ClC1=C(C=C(C=C1C1CCNCC1)C#N)NC1=NN2C(C(=N1)NC1CC1)=NC=C2C#N (2-((2-chloro-5-cyano-3-(piperidin-4-yl)phenyl)amino)-4-(cyclopropylamino)imidazo[2,1-f][1,2,4]triazine-7-carbonitrile), C[Si](OC1=C(CC1)O[Si](C)(C)C)(C)C (1,2-bis((trimethylsilyl)oxy)cyclobut-1-ene). Run in CO (MeOH). Conditions: time 5 day. Product: ClC1=C(C=C(C=C1C1CCN(CC1)C1C(CC1)=O)C#N)NC1=NN2C(C(=N1)NC1CC1)=NC=C2C#N (2-((2-chloro-5-cyano-3-(1-(2-oxocyclobutyl)piperidin-4-yl)phenyl)amino)-4-(cyclopropylamino)imidazo[2,1-f][1,2,4]triazine-7-carbonitrile). Reaction SMILES: [Cl:1][C:2]1[C:7]([CH:8]2[CH2:13][CH2:12][NH:11][CH2:10][CH2:9]2)=[CH:6][C:5]([C:14]#[N:15])=[CH:4][C:3]=1[NH:16][C:17]1[N:22]=[C:21]([NH:23][CH:24]2[CH2:26][CH2:25]2)[C:20]2=[N:27][CH:28]=[C:29]([C:30]#[N:31])[N:19]2[N:18]=1.C[Si](C)(C)[O:34][C:35]1[CH2:38][CH2:37][C:36]=1O[Si](C)(C)C>CO>[Cl:1][C:2]1[C:7]([CH:8]2[CH2:9][CH2:10][N:11]([CH:36]3[CH2:37][CH2:38][C:35]3=[O:34])[CH2:12][CH2:13]2)=[CH:6][C:5]([C:14]#[N:15])=[CH:4][C:3]=1[NH:16][C:17]1[N:22]=[C:21]([NH:23][CH:24]2[CH2:25][CH2:26]2)[C:20]2=[N:27][CH:28]=[C:29]([C:30]#[N:31])[N:19]2[N:18]=1. Reported procedure: To the stirred suspension of 2-((2-chloro-5-cyano-3-(piperidin-4-yl)phenyl)amino)-4-(cyclopropylamino)imidazo[2,1-f][1,2,4]triazine-7-carbonitrile, (Example 208) (20 mg, 0.046 mmol) in TIIF (1 ml) was added drop wise a solution of 1,2-bis((trimethylsilyl)oxy)cyclobut-1-ene (12.75 mg, 0.055 mmol) in MeOH (0.4 ml) at 0° C. under nitrogen. The reaction mixture was allowed to warm to room temperature and stirred for 5 days (converted to clear solution). Solvent was removed. The crude material was pu... The reactants are CCSCc1cccc2c(C(CCOS(C)(=O)=O)c3ccc(Cl)cc3)c[nH]c12, N#C[K], CN(C)C=O, O. Yields the product CCSCc1cccc2c(C(CCC#N)c3ccc(Cl)cc3)c[nH]c12. Reaction SMILES: [CH3:4][S:5]([O:6][CH2:9][CH2:10][CH:11]([c:12]1[cH:13][nH:14][c:15]2[c:16]([CH2:21][S:22][CH2:23][CH3:24])[cH:17][cH:18][cH:19][c:20]12)[c:25]1[cH:26][cH:27][c:28]([Cl:31])[cH:29][cH:30]1)(=[O:7])=[O:8].[K:1][C:2]#[N:3].[O:33]=[CH:34][N:35]([CH3:36])[CH3:37].[OH2:32]>>[C:2](#[N:3])[CH2:9][CH2:10][CH:11]([c:12]1[cH:13][nH:14][c:15]2[c:16]([CH2:21][S:22][CH2:23][CH3:24])[cH:17][cH:18][cH:19][c:20]12)[c:25]1[cH:26][cH:27][c:28]([Cl:31])[cH:29][cH:30]1.